This data is from the Open Reaction Database (ORD), a public repository of structured organic reaction records. The task is: describe an organic reaction: reactants, conditions, products, and yield Reactants: CCN(C(C)C)C(C)C, CC(C)O, Clc1ccnc(Cl)n1, Nc1ccccn1. Yields the product Clc1nccc(Nc2ccccn2)n1. Reaction SMILES: [CH:16]([N:17]([CH2:18][CH3:19])[CH:20]([CH3:21])[CH3:22])([CH3:23])[CH3:24].[CH:25]([OH:26])([CH3:27])[CH3:28].[Cl:1][c:2]1[n:3][cH:4][cH:5][c:6]([Cl:8])[n:7]1.[NH2:9][c:10]1[n:11][cH:12][cH:13][cH:14][cH:15]1>>[Cl:1][c:2]1[n:3][cH:4][cH:5][c:6]([NH:9][c:10]2[n:11][cH:12][cH:13][cH:14][cH:15]2)[n:7]1. Solvent: ClCCl (dichloromethane). Reactants: ice water, ClC1=CC=C(C=N1)CN1C(C(CC1=O)O)=O (1-[(6-chloropyridin-3-yl)methyl]-3-hydroxypyrrolidin-2,5-dione), N1=CC=CC=C1 (pyridine), BrCC(=O)Br (bromoacetyl bromide). As a reaction SMILES: [Cl:1][C:2]1[N:7]=[CH:6][C:5]([CH2:8][N:9]2[C:13](=[O:14])[CH2:12][CH:11]([OH:15])[C:10]2=[O:16])=[CH:4][CH:3]=1.N1C=CC=CC=1.[Br:23][CH2:24][C:25](Br)=[O:26]>ClCCl>[Br:23][CH2:24][C:25]([O:15][CH:11]1[CH2:12][C:13](=[O:14])[N:9]([CH2:8][C:5]2[CH:6]=[N:7][C:2]([Cl:1])=[CH:3][CH:4]=2)[C:10]1=[O:16])=[O:26]. Procedure: 1.34 g (5.56 mmol) of 1-[(6-chloropyridin-3-yl)methyl]-3-hydroxypyrrolidin-2,5-dione (XI-1a) and 674 μl (8.34 mmol) of pyridine are dissolved in 15 ml of dichloromethane, and 1.12 g (5.56 mmol) of bromoacetyl bromide are added at 0° C. The mixture is stirred at room temperature for 30 minutes, and ice-water is then added. The organic is washed successively with saturated sodium bicarbonate solution and saturated sodium chloride solution, dried over magnesium sulphate and concentrated under reduc... Reaction conditions: time 30 minute. Product: BrCC(=O)OC1C(N(C(C1)=O)CC=1C=NC(=CC1)Cl)=O (1-[(6-chloropyridin-3-yl)methyl]-2,5-dioxopyrrolidin-3-yl bromoacetate). The yield is 71.6%. Reactants: COc1ccc2c(Cl)nncc2c1C#CCCCc1ccccc1, Cc1c(Cl)cncc1Cl, [H-], [Na+], CN(C)C=O, O. The product is COc1ccc2c(Cc3c(Cl)cncc3Cl)nncc2c1C#CCCCc1ccccc1. RXN SMILES: [Cl:12][c:13]1[n:14][n:15][cH:16][c:17]2[c:18]([C:25]#[C:26][CH2:27][CH2:28][CH2:29][c:30]3[cH:31][cH:32][cH:33][cH:34][cH:35]3)[c:19]([O:23][CH3:24])[cH:20][cH:21][c:22]12.[Cl:1][c:2]1[cH:3][n:4][cH:5][c:6]([Cl:9])[c:7]1[CH3:8].[H-:11].[Na+:10].[O:37]=[CH:38][N:39]([CH3:40])[CH3:41].[OH2:36]>>[Cl:1][c:2]1[cH:3][n:4][cH:5][c:6]([Cl:9])[c:7]1[CH2:8][c:13]1[n:14][n:15][cH:16][c:17]2[c:18]([C:25]#[C:26][CH2:27][CH2:28][CH2:29][c:30]3[cH:31][cH:32][cH:33][cH:34][cH:35]3)[c:19]([O:23][CH3:24])[cH:20][cH:21][c:22]12. The reactants are BrC1=CC=CC(=N1)C(CN1CCOCC1)=O (1-(6-bromopyridin-2-yl)-2-morpholin-4-ylethanone), [BH4-].[Na+] (sodium borohydride), C(=O)O (formic acid). Run in C(C)(=O)OCC (ethyl acetate), C([O-])(O)=O.[Na+] (sodium bicarbonate), O (water), CO (methanol). Run at time 30 minute. Product: BrC1=CC=CC(=N1)C(CN1CCOCC1)O (1-(6-Bromopyridin-2-yl)-2-morpholin-4-ylethanol). As a reaction SMILES: [Br:1][C:2]1[N:7]=[C:6]([C:8](=[O:16])[CH2:9][N:10]2[CH2:15][CH2:14][O:13][CH2:12][CH2:11]2)[CH:5]=[CH:4][CH:3]=1.[BH4-].[Na+].C(O)=O>CO.C(OCC)(=O)C.C(=O)(O)[O-].[Na+].O>[Br:1][C:2]1[N:7]=[C:6]([CH:8]([OH:16])[CH2:9][N:10]2[CH2:11][CH2:12][O:13][CH2:14][CH2:15]2)[CH:5]=[CH:4][CH:3]=1 |f:1.2,6.7|. Procedure: To a solution of 1-(6-bromopyridin-2-yl)-2-morpholin-4-ylethanone (234 mg, 0.82 mmol) in methanol at 0° C. was added sodium borohydride (31.0 mg, 0.82 mmol). After 30 minutes, formic acid (0.1 mL) was added and then the reaction mixture was diluted with ethyl acetate (40 mL), saturated aqueous sodium bicarbonate (10 mL), and water (10 mL). The layers were separated and the organic layer was washed with brine (10 mL), dried over sodium sulfate, filtered, and concentrated to give the title compoun... Reactants: O=C1NC(C2C(CC=3NC=4C=CC=CC4C3C21)C2=CC=CC=C2)=O (1,2,3,3a,4,5,6,10c-octahydro-1,3-dioxo-4-phenylpyrrolo[3,4-c]carbazole), C(#N)C1=C(C(=O)C(=C(C1=O)Cl)Cl)C#N (DDQ), CC(=O)C.C(C)(C)OC(C)C (acetone diisopropyl ether). The solvent is C1(=CC=CC=C1)C (toluene). Product: O=C1NC(C=2C(=CC=3NC=4C=CC=CC4C3C21)C2=CC=CC=C2)=O (1,2,3,6-tetrahydro-1,3-dioxo-4-phenyl-pyrrolo[3,4-c]carbazole). Reaction SMILES: [O:1]=[C:2]1[CH:17]2[CH:5]([CH:6]([C:18]3[CH:23]=[CH:22][CH:21]=[CH:20][CH:19]=3)[CH2:7][C:8]3[NH:9][C:10]4[CH:11]=[CH:12][CH:13]=[CH:14][C:15]=4[C:16]=32)[C:4](=[O:24])[NH:3]1.C(C1C(=O)C(Cl)=C(Cl)C(=O)C=1C#N)#N.CC(C)=O.C(OC(C)C)(C)C>C1(C)C=CC=CC=1>[O:1]=[C:2]1[C:17]2[C:16]3[C:15]4[CH:14]=[CH:13][CH:12]=[CH:11][C:10]=4[NH:9][C:8]=3[CH:7]=[C:6]([C:18]3[CH:19]=[CH:20][CH:21]=[CH:22][CH:23]=3)[C:5]=2[C:4](=[O:24])[NH:3]1 |f:2.3|. Procedure: 1.2 g (3.8 mmole) 1,2,3,3a,4,5,6,10c-octahydro-1,3-dioxo-4-phenylpyrrolo[3,4-c]carbazole and 2.2 g (9.7 mmole) DDQ are heated under reflux for 20 hours in 30 ml toluene. The solvent is distilled off in a vacuum and the residue chromatographed on silica gel with toluene/ethyl acetate 3:1. The fraction with the Rf of 0.3 is isolated, stirred up with acetone/diisopropyl ether, and the crystals formed are filtered off. One obtains 1,2,3,6-tetrahydro-1,3-dioxo-4-phenyl-pyrrolo[3,4-c]carbazole in the ... The reactants are C(C)C=1C(NC(NC1C(C1=CC(=CC(=C1)C)C)=O)=O)=O (5-Ethyl-6-(3,5-dimethylbenzoyl)-2,4-pyrimidinedione), FC=1C=C(CBr)C=C(C1)F (3,5-difluorobenzyl bromide). Yields the product FC=1C=C(CN2C(NC(C(=C2C(C2=CC(=CC(=C2)C)C)=O)CC)=O)=O)C=C(C1)F (1-(3,5-Difluorobenzyl)-5-ethyl-6-(3,5-dimethylbenzoyl)-2,4-pyrimidinedione). Yield: 59.2%. As a reaction SMILES: [CH2:1]([C:3]1[C:4](=[O:20])[NH:5][C:6](=[O:19])[NH:7][C:8]=1[C:9](=[O:18])[C:10]1[CH:15]=[C:14]([CH3:16])[CH:13]=[C:12]([CH3:17])[CH:11]=1)[CH3:2].[F:21][C:22]1[CH:23]=[C:24]([CH:27]=[C:28]([F:30])[CH:29]=1)[CH2:25]Br>>[F:21][C:22]1[CH:23]=[C:24]([CH:27]=[C:28]([F:30])[CH:29]=1)[CH2:25][N:7]1[C:8]([C:9](=[O:18])[C:10]2[CH:11]=[C:12]([CH3:17])[CH:13]=[C:14]([CH3:16])[CH:15]=2)=[C:3]([CH2:1][CH3:2])[C:4](=[O:20])[NH:5][C:6]1=[O:19]. Reported procedure: 5-Ethyl-6-(3,5-dimethylbenzoyl)-2,4-pyrimidinedione and 3,5-difluorobenzyl bromide were reacted by the same way with the example 1 to obtain the titled compound (236 mg, yield: 59.2%). The reactants are C1(=CC=CC=C1)C1=NN2C(C3=C(C=C2)OC=C3)=C1C(=O)OC (methyl 2-phenylfuro[3,2-c]pyrazolo[1,5-a]pyridine-1-carboxylate), [H-].[Al+3].[Li+].[H-].[H-].[H-] (lithium aluminum hydride), O.O.O.O.O.O.O.O.O.O.S(=O)(=O)([O-])[O-].[Na+].[Na+] (Sodium sulfate decahydrate). Solvent: O1CCCC1 (tetrahydrofuran), O1CCCC1 (tetrahydrofuran). Conditions: temperature 50 celsius, time 5 minute. The product is C1(=CC=CC=C1)C1=NN2C(C3=C(C=C2)OC=C3)=C1CO ((2-phenylfuro[3,2-c]pyrazolo[1,5-a]pyridin-1-yl)methanol). Yield: 87.3%. RXN SMILES: [H-].[Al+3].[Li+].[H-].[H-].[H-].[C:7]1([C:13]2[C:24]([C:25](OC)=[O:26])=[C:16]3[C:17]4[CH:23]=[CH:22][O:21][C:18]=4[CH:19]=[CH:20][N:15]3[N:14]=2)[CH:12]=[CH:11][CH:10]=[CH:9][CH:8]=1.O.O.O.O.O.O.O.O.O.O.S([O-])([O-])(=O)=O.[Na+].[Na+]>O1CCCC1>[C:7]1([C:13]2[C:24]([CH2:25][OH:26])=[C:16]3[C:17]4[CH:23]=[CH:22][O:21][C:18]=4[CH:19]=[CH:20][N:15]3[N:14]=2)[CH:8]=[CH:9][CH:10]=[CH:11][CH:12]=1 |f:0.1.2.3.4.5,7.8.9.10.11.12.13.14.15.16.17.18.19|. Procedure details: To a suspension of 80% lithium aluminum hydride (294 mg, 6.35 mmol) in tetrahydrofuran (10 mL) was added a solution of methyl 2-phenylfuro[3,2-c]pyrazolo[1,5-a]pyridine-1-carboxylate (465 mg, 1.59 mmol) in tetrahydrofuran (10 mL) at room temperature, and the mixture was stirred at 50° C. for 5 min. Sodium sulfate decahydrate (4.3 g) was added under ice-cooling, and the insoluble material was filtered off. The filtrate was concentrated under reduced pressure and the residue was purified by recrys...